This data is from the Open Reaction Database (ORD), a public repository of structured organic reaction records. The task is: describe an organic reaction: reactants, conditions, products, and yield RXN SMILES: [BH4-:24].[CH2:1]([CH:2]=[CH2:3])[O:4][C:5](=[O:6])[c:7]1[c:8]([NH2:23])[c:9]2[c:10]([n:11][c:12]1[CH3:13])[n:14]([CH2:17][CH2:18][CH2:19][C:20]([CH3:21])=[O:22])[n:15][cH:16]2.[CH3:27][CH2:28][OH:29].[ClH:26].[Na+:25]>>[CH2:1]([CH:2]=[CH2:3])[O:4][C:5](=[O:6])[c:7]1[c:8]([NH2:23])[c:9]2[c:10]([n:11][c:12]1[CH3:13])[n:14]([CH2:17][CH2:18][CH2:19][CH:20]([CH3:21])[OH:22])[n:15][cH:16]2. The product is C=CCOC(=O)c1c(C)nc2c(cnn2CCCC(C)O)c1N. Starting materials: [BH4-], C=CCOC(=O)c1c(C)nc2c(cnn2CCCC(C)=O)c1N, CCO, Cl, [Na+].